Dataset: the Open Reaction Database (ORD), a public repository of structured organic reaction records. Task: describe an organic reaction: reactants, conditions, products, and yield Starting materials: O[C@H]1C[C@@H]2CC[C@H]3[C@@H]4CC[C@H](C(C)=O)[C@]4(C[C@@H]([C@@H]3[C@]2(CC1)C)OC(CI)=O)C (3α-Hydroxy-11β-iodoacetoxy-5α-pregnan-20-one), C(C)NCC (diethylamine). Yields the product C(C)N(CC)CC(=O)O[C@@H]1[C@@H]2[C@]3(CC[C@H](C[C@@H]3CC[C@H]2[C@@H]2CC[C@H](C(C)=O)[C@]2(C1)C)O)C (11β-diethylaminoacetoxy-3α-hydroxy-5α-pregnan-20-one). RXN SMILES: [OH:1][C@@H:2]1[CH2:21][CH2:20][C@@:19]2([CH3:22])[C@@H:4]([CH2:5][CH2:6][C@@H:7]3[C@@H:18]2[C@@H:17]([O:23][C:24](=[O:27])[CH2:25]I)[CH2:16][C@@:15]2([CH3:28])[C@H:8]3[CH2:9][CH2:10][C@@H:11]2[C:12](=[O:14])[CH3:13])[CH2:3]1.[CH2:29]([NH:31][CH2:32][CH3:33])[CH3:30]>>[CH2:29]([N:31]([CH2:25][C:24]([O:23][C@H:17]1[CH2:16][C@@:15]2([CH3:28])[C@@H:8]([CH2:9][CH2:10][C@@H:11]2[C:12](=[O:14])[CH3:13])[C@H:7]2[C@H:18]1[C@:19]1([CH3:22])[C@@H:4]([CH2:5][CH2:6]2)[CH2:3][C@H:2]([OH:1])[CH2:21][CH2:20]1)=[O:27])[CH2:32][CH3:33])[CH3:30]. Procedure details: 3α-Hydroxy-11β-iodoacetoxy-5α-pregnan-20-one (50 mg) in the appropriate solvent (see Table 4) was treated with diethylamine (0.2 ml) and the resulting mixture was kept at room temperature. Reactants: COC(=O)CN1CCN(C(=O)OC(C)(C)C)CC1, [K+], C1CCOC1, [OH-]. Product: CC(C)(C)OC(=O)N1CCN(CC(=O)O)CC1. As a reaction SMILES: [C:1]([CH3:2])([CH3:3])([CH3:4])[O:5][C:6](=[O:7])[N:8]1[CH2:9][CH2:10][N:11]([CH2:14][C:15](=[O:16])[O:17][CH3:18])[CH2:12][CH2:13]1.[K+:20].[O:21]1[CH2:22][CH2:23][CH2:24][CH2:25]1.[OH-:19]>>[C:1]([CH3:2])([CH3:3])([CH3:4])[O:5][C:6](=[O:7])[N:8]1[CH2:9][CH2:10][N:11]([CH2:14][C:15](=[O:16])[OH:17])[CH2:12][CH2:13]1. Reactants: BrC1=CC2=C(N=C(N=N2)Cl)C=C1 (7-bromo-3-chloro-1,2,4-benzotriazine), OC1=CC=C(OC(C(=O)OCC)C)C=C1 (ethyl 2-(4-hydroxyphenoxy)propionate), C([O-])([O-])=O.[K+].[K+] (potassium carbonate). The solvent is C(C)C(=O)C (methyl ethyl ketone). Yields the product BrC1=CC2=C(N=C(N=N2)OC2=CC=C(OC(C(=O)OCC)C)C=C2)C=C1 (Ethyl 2-{4-[(7-bromo-1,2,4-benzotriazin-3-yl)oxy]phenoxy}propionate). Yield: 35.1%. As a reaction SMILES: [Br:1][C:2]1[CH:12]=[CH:11][C:5]2[N:6]=[C:7](Cl)[N:8]=[N:9][C:4]=2[CH:3]=1.[OH:13][C:14]1[CH:27]=[CH:26][C:17]([O:18][CH:19]([CH3:25])[C:20]([O:22][CH2:23][CH3:24])=[O:21])=[CH:16][CH:15]=1.C(=O)([O-])[O-].[K+].[K+]>C(C(C)=O)C>[Br:1][C:2]1[CH:12]=[CH:11][C:5]2[N:6]=[C:7]([O:13][C:14]3[CH:15]=[CH:16][C:17]([O:18][CH:19]([CH3:25])[C:20]([O:22][CH2:23][CH3:24])=[O:21])=[CH:26][CH:27]=3)[N:8]=[N:9][C:4]=2[CH:3]=1 |f:2.3.4|. Reported procedure: A mixture of 7-bromo-3-chloro-1,2,4-benzotriazine (1.93 g), ethyl 2-(4-hydroxyphenoxy)propionate (1.69 g), anhydrous potassium carbonate (1.20 g) and methyl ethyl ketone (50 ml) was heated under reflux overnight. The solvent was removed by distillation under reduced pressure and the residue was partitioned between water and dichloromethane. The organic layer was separated, dried (over anhydrous magnesium sulfate) and the solvent was removed by distillation under reduced pressure to give an oil. ...